describe an organic reaction: reactants, conditions, products, and yield From a dataset of the Open Reaction Database (ORD), a public repository of structured organic reaction records. The reactants are [H-].[H-].[H-].[H-].[Li+].[Al+3] (LAH), C(C1=CC=CC=C1)OC(=O)N1[C@H](CCC1)C(=O)C1=CNC2=CC=C(C=C12)C ((R)-3-[(N-benzyloxycarbonylpyrrolidin-2-yl)carbonyl]-5-methyl-1H-indole). Procedure details: A solution of LAH (39 mL, 1 M in THF, 39 mmol) was added slowly to a cooled (0° C.) solution of (R)-3-[(N-benzyloxycarbonylpyrrolidin-2-yl)carbonyl]-5-methyl-1H-indole (Example 1b, 9.5 mmol) in THF (100 mL). Once the addition was completed, the reaction mixture was stirred at reflux overnight prior to quenching with sodium sulfate decahydrate. The product was taken into ethyl acetate, filtered to remove the solid residue, and the solvent was removed in vacuo. The product was taken into ethyl ace... As a reaction SMILES: [H-].[H-].[H-].[H-].[Li+].[Al+3].C(O[C:15]([N:17]1[CH2:21][CH2:20][CH2:19][C@@H:18]1[C:22]([C:24]1[C:32]2[C:27](=[CH:28][CH:29]=[C:30]([CH3:33])[CH:31]=2)[NH:26][CH:25]=1)=O)=O)C1C=CC=CC=1>C1COCC1>[NH3:17].[CH3:33][C:30]1[CH:31]=[C:32]2[C:27](=[CH:28][CH:29]=1)[NH:26][CH:25]=[C:24]2[CH2:22][C@H:18]1[CH2:19][CH2:20][CH2:21][N:17]1[CH3:15] |f:0.1.2.3.4.5|. The yield is 52.0%. The product is N (ammonia), CC=1C=C2C(=CNC2=CC1)C[C@@H]1N(CCC1)C ((R)-5-methyl-3-(1-methyl-2-pyrrolidinylmethyl)-1H-indole). Solvent: C1CCOC1 (THF). The reactants are N (ammonia), N([C@@H](CCC)C(=O)N[C@@H](CC(C)C)C(=O)OC)C(=O)OC(C)(C)C (BOC-Nva-Leu-OMe), N (ammonia). Run in CO (methanol). Conditions: time 8 hour. The product is N([C@@H](CCC)C(=O)N[C@@H](CC(C)C)C(=O)N)C(=O)OC(C)(C)C (BOC-Nva-Leu-NH2). Yield: 91.0%. As a reaction SMILES: [NH:1]([C:18]([O:20][C:21]([CH3:24])([CH3:23])[CH3:22])=[O:19])[C@H:2]([C:6]([NH:8][C@H:9]([C:14](OC)=[O:15])[CH2:10][CH:11]([CH3:13])[CH3:12])=[O:7])[CH2:3][CH2:4][CH3:5].[NH3:25]>CO>[NH:1]([C:18]([O:20][C:21]([CH3:24])([CH3:23])[CH3:22])=[O:19])[C@H:2]([C:6]([NH:8][C@H:9]([C:14]([NH2:25])=[O:15])[CH2:10][CH:11]([CH3:13])[CH3:12])=[O:7])[CH2:3][CH2:4][CH3:5]. Procedure details: 5.0 g (14.5 mmoles) of BOC-Nva-Leu-OMe are dissolved in 50 ml of methanol, and gaseous ammonia is introduced into the solution for 0.5 hours under ice cooling. The solution is allowed to stand at room temperature overnight, then cooled again, saturated with gaseous ammonia, and evaporated after 4 hours of standing. The crystalline residue is recrystallized from a mixture of ethyl acetate and ether. 4.37 g (91%) of BOC-Nva-Leu-NH2 are obtained; m.p.: 158°-159° C., Rf2 =0.60, [α]D25 =-48.7° (c=1%,... The reactants are [Br-], CC(C)(C)[Si](C)(C)Oc1ccc(C=O)c(O[Si](C)(C)C(C)(C)C)c1O[Si](C)(C)C(C)(C)C, [Li]CCCC, C1CCOC1, COc1cc(C[PH3+])cc(OC)c1OC, O. The product is COc1cc(C=Cc2ccc(O[Si](C)(C)C(C)(C)C)c(O[Si](C)(C)C(C)(C)C)c2O[Si](C)(C)C(C)(C)C)cc(OC)c1OC. As a reaction SMILES: [Br-:6].[C:21]([CH3:22])([CH3:23])([CH3:24])[Si:25]([O:26][c:27]1[c:28]([CH:29]=[O:30])[cH:31][cH:32][c:33]([O:43][Si:44]([CH3:45])([CH3:46])[C:47]([CH3:48])([CH3:49])[CH3:50])[c:34]1[O:35][Si:36]([CH3:37])([CH3:38])[C:39]([CH3:40])([CH3:41])[CH3:42])([CH3:51])[CH3:52].[CH2:1]([Li:2])[CH2:3][CH2:4][CH3:5].[CH2:54]1[O:55][CH2:56][CH2:57][CH2:58]1.[CH3:7][O:8][c:9]1[cH:10][c:11]([CH2:12][PH3+:13])[cH:14][c:15]([O:19][CH3:20])[c:16]1[O:17][CH3:18].[OH2:53]>>[CH3:7][O:8][c:9]1[cH:10][c:11]([CH:12]=[CH:29][c:28]2[c:27]([O:26][Si:25]([C:21]([CH3:22])([CH3:23])[CH3:24])([CH3:51])[CH3:52])[c:34]([O:35][Si:36]([CH3:37])([CH3:38])[C:39]([CH3:40])([CH3:41])[CH3:42])[c:33]([O:43][Si:44]([CH3:45])([CH3:46])[C:47]([CH3:48])([CH3:49])[CH3:50])[cH:32][cH:31]2)[cH:14][c:15]([O:19][CH3:20])[c:16]1[O:17][CH3:18]. Reactants: FC1=C(C(=CC=C1)F)[N+](=O)[O-] (1,3-difluoro-2-nitrobenzene), C(C)(C)N(CC)C(C)C (diisopropylethylamine), Cl.COCCCCN (4-methoxybutan-1-amine hydrochloride). Solvent: C(C)#N (acetonitrile), C(C)#N (acetonitrile). Conditions: time 90 hour. Product: FC=1C(=C(NCCCCOC)C=CC1)[N+](=O)[O-] (3-fluoro-N-(4-methoxybutyl)-2-nitroaniline). Isolated yield 66.6%. Reaction SMILES: F[C:2]1[CH:7]=[CH:6][CH:5]=[C:4]([F:8])[C:3]=1[N+:9]([O-:11])=[O:10].C(N(C(C)C)CC)(C)C.Cl.[CH3:22][O:23][CH2:24][CH2:25][CH2:26][CH2:27][NH2:28]>C(#N)C>[F:8][C:4]1[C:3]([N+:9]([O-:11])=[O:10])=[C:2]([CH:7]=[CH:6][CH:5]=1)[NH:28][CH2:27][CH2:26][CH2:25][CH2:24][O:23][CH3:22] |f:2.3|. Procedure: To a solution of 1,3-difluoro-2-nitrobenzene (3.00 g) and diisopropylethylamine (7 μl) in acetonitrile (30 ml) was added a solution of 4-methoxybutan-1-amine hydrochloride (2.51 g) in acetonitrile (10 ml), and the mixture was stirred at room temperature for 90 hr. The reaction mixture was concentrated under reduced pressure, and the residue was subjected to silica gel column chromatography, and a fraction eluted with ethyl acetate-hexane (2:98-25:75) was concentrated under reduced pressure to gi... The reactants are N1C(=O)C(=O)C2=CC=CC=C12 (isatin), Cl (HCl), ice. Solvent: [OH-].[K+] (KOH), O (water). The product is C1=CC=C2C(=C1)C=C3C=CC=CC3=N2 (acridine acid). RXN SMILES: [NH:1]1[C:11]2[C:6](=[CH:7][CH:8]=[CH:9][CH:10]=2)[C:4](=O)[C:2]1=O.Cl>[OH-].[K+].O>[CH:4]1[CH:2]=[C:2]2[CH:4]=[C:6]3[C:11](=[N:1][C:8]2=[CH:7][CH:6]=1)[CH:10]=[CH:9][CH:8]=[CH:7]3 |f:2.3|. Reported procedure: The isatin product was refluxed in 110 mL of 10% KOH solution in water over night. The dark green mixture was cooled and acidified with 400 mL of 1:1 ice/5 M HCl. The solid was washed with water and air-dried yielding the acridine acid. 1H NMR (DMSO-d6) δ 7.81-7.94 (m, 4H), 8.31-8.36 (m, 2H). Reactants: BrC=1C=C(C=CC1)C(C1=CC(=CC=C1)Br)=NNC(=S)N (Bis(3-bromophenyl) ketone thiosemicarbazone), ketone, CO (methanol), ketone, NNC(=S)N (thiosemicarbazide), solution. Run in CC(=O)O (HOAc). Product: BrC=1C=C(C=CC1)C(=O)C1=CC(=CC=C1)Br (Bis(3-bromophenyl) ketone). The yield is 18.0%. Reaction SMILES: [Br:1][C:2]1[CH:3]=[C:4]([C:8](=NNC(N)=S)[C:9]2[CH:14]=[CH:13][CH:12]=[C:11]([Br:15])[CH:10]=2)[CH:5]=[CH:6][CH:7]=1.C[OH:22].NNC(N)=S>CC(O)=O>[Br:1][C:2]1[CH:3]=[C:4]([C:8]([C:9]2[CH:14]=[CH:13][CH:12]=[C:11]([Br:15])[CH:10]=2)=[O:22])[CH:5]=[CH:6][CH:7]=1. Procedure: Bis(3-bromophenyl) ketone thiosemicarbazone (14) Into a round bottom flask containing the appropriate ketone (1.044 g, 3.07 mmol), 35 mL of anhydrous methanol were added and the solution was refluxed for about 15 minutes. To the warm ketone solution, thiosemicarbazide (0.294 g, 3.23 mmol) and 1% solution of HOAc (1.5 mL) were added. The reaction mixture was refluxed under nitrogen atmosphere for 46 h, at which point, the solvent was evaporated and, the crude reaction mixture was purified by flas... Yields the product CNC(=O)ON=C1SC(C(NC1(C)C)=O)C (2-[O-(methylcarbamoyl)oximino]-3,3,6-trimethyltetrahydro-1,4-thiazin-5-one). RXN SMILES: [N:1](=[C:3]1[C:8]([CH3:10])([CH3:9])[NH:7][C:6](=[O:11])[CH:5]([CH3:12])[S:4]1)[OH:2].[CH3:13][N:14]=[C:15]=[O:16].CN(C)C>>[CH3:13][NH:14][C:15]([O:2][N:1]=[C:3]1[C:8]([CH3:9])([CH3:10])[NH:7][C:6](=[O:11])[CH:5]([CH3:12])[S:4]1)=[O:16]. Starting materials: N(O)=C1SC(C(NC1(C)C)=O)C (2-oximino-3,3,6-trimethyltetrahydro-1,4-thiazin-5-one), CN=C=O (methyl isocyanate), CN(C)C (trimethylamine). Reported procedure: Utilizing the procedure of Example V, 2-oximino-3,3,6-trimethyltetrahydro-1,4-thiazin-5-one was reacted with methyl isocyanate in the presence of trimethylamine to yield 3 g of 2-[O-(methylcarbamoyl)oximino]-3,3,6-trimethyltetrahydro-1,4-thiazin-5-one, m.p. 190°-191° C. IR spectrum supported the proposed structure. Reactants: CCc1cc(C#N)cc(C)n1, CO, Cl, NO. The product is CCc1cc(C(=N)NO)cc(C)n1. RXN SMILES: [CH2:4]([CH3:5])[c:6]1[n:7][c:8]([CH3:14])[cH:9][c:10]([C:12]#[N:13])[cH:11]1.[CH3:15][OH:16].[ClH:1].[NH2:2][OH:3]>>[NH:2]([OH:3])[C:12]([c:10]1[cH:9][c:8]([CH3:14])[n:7][c:6]([CH2:4][CH3:5])[cH:11]1)=[NH:13]. Starting materials: CCc1cccc2c1NC(=O)C(N1C(=O)c3ccccc3C1=O)N=C2c1ccccc1F, CO, CCOC(C)=O, NN, C1CCOC1, O. Product: CCc1cccc2c1NC(=O)C(N)N=C2c1ccccc1F. Reaction SMILES: [C:1]1(=[O:2])[N:5]([CH:6]2[C:7](=[O:26])[NH:8][c:9]3[c:10]([cH:20][cH:21][cH:22][c:23]3[CH2:24][CH3:25])[C:11]([c:13]3[c:14]([F:19])[cH:15][cH:16][cH:17][cH:18]3)=[N:12]2)[C:3](=[O:4])[c:27]2[cH:28][cH:29][cH:30][cH:31][c:32]21.[CH3:36][OH:37].[CH3:43][CH2:44][O:45][C:46](=[O:47])[CH3:48].[NH2:34][NH2:35].[O:38]1[CH2:39][CH2:40][CH2:41][CH2:42]1.[OH2:33]>>[NH2:5][CH:6]1[C:7](=[O:26])[NH:8][c:9]2[c:10]([cH:20][cH:21][cH:22][c:23]2[CH2:24][CH3:25])[C:11]([c:13]2[c:14]([F:19])[cH:15][cH:16][cH:17][cH:18]2)=[N:12]1. Reactants: CI, CC(C)=O, [K+], O=[N+]([O-])c1ccc2c(c1)CCN2, [OH-]. The product is CN1CCc2cc([N+](=O)[O-])ccc21. Reaction SMILES: [CH3:15][I:16].[CH3:17][C:18](=[O:19])[CH3:20].[K+:14].[N+:1](=[O:2])([O-:3])[c:4]1[cH:5][c:6]2[c:10]([cH:11][cH:12]1)[NH:9][CH2:8][CH2:7]2.[OH-:13]>>[N+:1](=[O:2])([O-:3])[c:4]1[cH:5][c:6]2[c:10]([cH:11][cH:12]1)[N:9]([CH3:15])[CH2:8][CH2:7]2.